From a dataset of the Open Reaction Database (ORD), a public repository of structured organic reaction records. describe an organic reaction: reactants, conditions, products, and yield The reactants are [N+](=O)([O-])C1=CC=C(C=C1)OC(\C=C\C=C(C1=CC(=CC=C1)Cl)C1=CC(=CC=C1)Cl)=O ((E)-5,5-bis(3- chlorophenyl)-2,4-pentadienoic acid 4-nitrophenyl ester), N1=CC(=CC=C1)CCCCN (3-pyridinebutanamine). Run in O1CCCC1 (tetrahydrofuran). Yields the product ClC=1C=C(C=CC1)C(=C/C=C/C(=O)NCCCCC=1C=NC=CC1)C1=CC(=CC=C1)Cl ((E)-5,5-bis(3-chlorophenyl)-N-[4-(3-pyridinyl)butyl]-2,4-pentadienamide). The yield is 77.7%. As a reaction SMILES: [N+](C1C=CC(O[C:11](=[O:30])/[CH:12]=[CH:13]/[CH:14]=[C:15]([C:23]2[CH:28]=[CH:27][CH:26]=[C:25]([Cl:29])[CH:24]=2)[C:16]2[CH:21]=[CH:20][CH:19]=[C:18]([Cl:22])[CH:17]=2)=CC=1)([O-])=O.[N:31]1[CH:36]=[CH:35][CH:34]=[C:33]([CH2:37][CH2:38][CH2:39][CH2:40][NH2:41])[CH:32]=1>O1CCCC1>[Cl:29][C:25]1[CH:24]=[C:23]([C:15]([C:16]2[CH:21]=[CH:20][CH:19]=[C:18]([Cl:22])[CH:17]=2)=[CH:14]/[CH:13]=[CH:12]/[C:11]([NH:41][CH2:40][CH2:39][CH2:38][CH2:37][C:33]2[CH:32]=[N:31][CH:36]=[CH:35][CH:34]=2)=[O:30])[CH:28]=[CH:27][CH:26]=1. Procedure details: As in Example 134, a solution of (E)-5,5-bis(3- chlorophenyl)-2,4-pentadienoic acid 4-nitrophenyl ester (6.4 g) and 3-pyridinebutanamine (2.7 g) in tetrahydrofuran (75 mL) was stirred for 40 minutes at 40° C. and was worked up in the usual manner. The crude amide was purified by HPLC (ethyl acetate) and then crystallized from ethyl acetate-hexane to yield 5.1 g of (E)-5,5-bis(3-chlorophenyl)-N-[4-(3-pyridinyl)butyl]-2,4-pentadienamide, mp 100°-102° C. Reactants: C12C(C(C(CC1)C2)=O)=O (bicyclo[2.2.1]heptane-2,3-dione), COP(OC)(=O)CC(=O)C1CC1 ((2-cyclopropyl-2-oxo-ethyl)-phosphonic acid dimethyl ester), O.NN (hydrazine monohydrate). The product is C1(CC1)C1=NN=C2C3CCC(C2=C1)C3 ((1SR,8RS)-5-Cyclopropyl-3,4-diaza-tricyclo[6.2.1.02,7]undeca-2,4,6-triene). RXN SMILES: [CH:1]12[CH2:7][CH:4]([CH2:5][CH2:6]1)[C:3](=O)[C:2]2=O.COP([CH2:16][C:17]([CH:19]1[CH2:21][CH2:20]1)=O)(=O)OC.O.[NH2:23][NH2:24]>>[CH:19]1([C:17]2[CH:16]=[C:3]3[C:2]([CH:1]4[CH2:7][CH:4]3[CH2:5][CH2:6]4)=[N:24][N:23]=2)[CH2:21][CH2:20]1 |f:2.3|. Procedure details: MS (EI): 186.2 (M+), off-white crystalline solid. Prepared from bicyclo[2.2.1]heptane-2,3-dione, (2-cyclopropyl-2-oxo-ethyl)-phosphonic acid dimethyl ester, hydrazine monohydrate.